This data is from the Open Reaction Database (ORD), a public repository of structured organic reaction records. The task is: describe an organic reaction: reactants, conditions, products, and yield The reactants are ClC1=NC=C(C(=N1)Cl)[N+](=O)[O-] (2,4-dichloro-5-nitropyrimidine), CCN(C(C)C)C(C)C (DIEA), C(C)(C)OC1=CC(=NN1)N (5-isopropoxy-1H-pyrazol-3-amine). The solvent is C1CCOC1 (THF). Run at temperature 0 celsius, time 1 hour. The product is ClC1=NC=C(C(=N1)NC1=NNC(=C1)OC(C)C)[N+](=O)[O-] (2-Chloro-N-(5-isopropoxy-1H-pyrazol-3-yl)-5-nitropyrimidin-4-amine). The yield is 45.4%. As a reaction SMILES: [Cl:1][C:2]1[N:7]=[C:6](Cl)[C:5]([N+:9]([O-:11])=[O:10])=[CH:4][N:3]=1.CCN(C(C)C)C(C)C.[CH:21]([O:24][C:25]1[NH:29][N:28]=[C:27]([NH2:30])[CH:26]=1)([CH3:23])[CH3:22]>C1COCC1>[Cl:1][C:2]1[N:7]=[C:6]([NH:30][C:27]2[CH:26]=[C:25]([O:24][CH:21]([CH3:23])[CH3:22])[NH:29][N:28]=2)[C:5]([N+:9]([O-:11])=[O:10])=[CH:4][N:3]=1. Reported procedure: To a solution of 2,4-dichloro-5-nitropyrimidine (0.41 g, 2.1 mmol) and DIEA (0.31 ml, 1.8 mmol) in THF (10 ml) was added 5-isopropoxy-1H-pyrazol-3-amine (0.20 g, 1.4 mmol) at 0° C. The reaction mixture was stirred at 0° C. for 1 hour. The solvent was removed under reduced pressure and the resulted residue was purified by column chromatography (DCM:EtOAc=2.5:1) to give the title compound as a yellow solid (0.19 g, 45%). MS: Calcd.: 298; Found: [M+H]+ 299. The reactants are C(C=C)(=O)OCC (ethyl acrylate), [N+](=O)([O-])CCCCCC (1-nitrohexane), C(=O)([O-])[O-].[K+].[K+] (K2CO3). Reagents/catalysts: CCCCCCCC[N+](C)(CCCCCCCC)CCCCCCCC.[Cl-] (Aliquat 336). Run in CCOCC (Et2O). Yields the product [N+](=O)([O-])C(CCC(=O)OC)CCCCC (methyl 4-nitrononanoate). Reaction SMILES: [C:1]([O:5][CH2:6]C)(=[O:4])[CH:2]=[CH2:3].[N+:8]([CH2:11][CH2:12][CH2:13][CH2:14][CH2:15][CH3:16])([O-:10])=[O:9].C([O-])([O-])=O.[K+].[K+]>CCCCCCCC[N+](CCCCCCCC)(CCCCCCCC)C.[Cl-].CCOCC>[N+:8]([CH:11]([CH2:12][CH2:13][CH2:14][CH2:15][CH3:16])[CH2:3][CH2:2][C:1]([O:5][CH3:6])=[O:4])([O-:10])=[O:9] |f:2.3.4,5.6|. Procedure details: Ex-29a) A suspension of ethyl acrylate, 1-nitrohexane, K2CO3, and Aliquat 336 (6 drops) is sonicated for 5 h. To the reaction is added Et2O . The reaction mixture is filtered, extracted with brine, dried over Na2SO4 (anhydrous), filtered, and concentrated under reduced pressure to give a yellow liquid. The product is purified by column chromatography to give methyl 4-nitrononanoate. Starting materials: O=[N+]([O-])c1ccc(Br)cn1, CN(C)C=O, Oc1ccccc1F, [H-], [Na+], O. The product is O=[N+]([O-])c1ccc(Oc2ccccc2F)cn1. Reaction SMILES: [Br:16][c:17]1[cH:18][cH:19][c:20]([N+:23](=[O:24])[O-:25])[n:21][cH:22]1.[CH3:3][N:4]([CH3:5])[CH:6]=[O:7].[F:8][c:9]1[c:10]([OH:15])[cH:11][cH:12][cH:13][cH:14]1.[H-:1].[Na+:2].[OH2:26]>>[F:8][c:9]1[c:10]([O:15][c:17]2[cH:18][cH:19][c:20]([N+:23](=[O:24])[O-:25])[n:21][cH:22]2)[cH:11][cH:12][cH:13][cH:14]1. The reactants are CS(=O)(=O)Cl (MsCl), O1C(CCCC1)OC=1C=C(C=CC1)C12OCC(CC1)(CC2)CCCCO (4-(1-(3-(tetrahydro-2H-pyran-2-yloxy)phenyl)-2-oxabicyclo[2.2.2] octan-4-yl)butan-1-ol), TEA. Solvent: C(Cl)Cl (DCM). Conditions: time 2 hour. Yields the product CS(=O)(=O)OCCCCC12COC(CC1)(CC2)C2=CC(=CC=C2)OC2OCCCC2 (4-(1-(3-(Tetrahydro-2H-pyran-2-yloxy)phenyl)-2-oxabicyclo[2.2.2]octan-4-yl)butyl methanesulfonate). The yield is 97.8%. As a reaction SMILES: [CH3:1][S:2](Cl)(=[O:4])=[O:3].[O:6]1[CH2:11][CH2:10][CH2:9][CH2:8][CH:7]1[O:12][C:13]1[CH:14]=[C:15]([C:19]23[CH2:26][CH2:25][C:22]([CH2:27][CH2:28][CH2:29][CH2:30][OH:31])([CH2:23][CH2:24]2)[CH2:21][O:20]3)[CH:16]=[CH:17][CH:18]=1>C(Cl)Cl>[CH3:1][S:2]([O:31][CH2:30][CH2:29][CH2:28][CH2:27][C:22]12[CH2:23][CH2:24][C:19]([C:15]3[CH:16]=[CH:17][CH:18]=[C:13]([O:12][CH:7]4[CH2:8][CH2:9][CH2:10][CH2:11][O:6]4)[CH:14]=3)([CH2:26][CH2:25]1)[O:20][CH2:21]2)(=[O:4])=[O:3]. Procedure details: MsCl (0.036 ml, 0.462 mmol) was added to a solution of 4-(1-(3-(tetrahydro-2H-pyran-2-yloxy)phenyl)-2-oxabicyclo[2.2.2] octan-4-yl)butan-1-ol (111 mg, 0.31 mmol) and TEA (0.129 ml, 0.92 mmol) in DCM (2 mL) at 0° C. The reaction was then stirred at rt for 2 h and concentrated in vacuo. The residue was dissolved in EtOAc (5 mL), washed with water (4×5 mL), dried over MgSO4, filtered, and concentrated in vacuo. The residue was purified by flash chromatography on SiO2 (gradient from 0 to 50% EtOAc: ... Starting materials: CO (methanol), C1(CCC(N1N(CC(=O)[O-])C(CSC(C1=CC=CC=C1)=O)=O)=O)=O (succinimidyl-N-(S-benzoylmercaptoacetyl)glycinate), N[C@H](CO)C(=O)NCC(=O)O (D-serylglycine). Run in C(C)O (ethanol), O (water). Run at time 8 hour. The product is C(C1=CC=CC=C1)(=O)SCC(=O)NCC(=O)N[C@H](CO)C(=O)NCC(=O)O (S-benzoylmercaptoacetylglycyl-D-serylglycine). Reaction SMILES: C1(=O)N([N:6]([C:11](=[O:22])[CH2:12][S:13][C:14](=[O:21])[C:15]2[CH:20]=[CH:19][CH:18]=[CH:17][CH:16]=2)[CH2:7][C:8]([O-:10])=O)C(=O)CC1.[NH2:25][C@@H:26]([C:29]([NH:31][CH2:32][C:33]([OH:35])=[O:34])=[O:30])[CH2:27][OH:28].CO>C(O)C.O>[C:14]([S:13][CH2:12][C:11]([NH:6][CH2:7][C:8]([NH:25][C@@H:26]([C:29]([NH:31][CH2:32][C:33]([OH:35])=[O:34])=[O:30])[CH2:27][OH:28])=[O:10])=[O:22])(=[O:21])[C:15]1[CH:16]=[CH:17][CH:18]=[CH:19][CH:20]=1. Reported procedure: To a solution of 6.4 succinimidyl-N-(S-benzoylmercaptoacetyl)glycinate in 40 ml of ethanol at 70° C. is added in one portion a solution of 1.008 g of the above D-serylglycine in 10 ml of water at 70° C. The reaction mixture is refluxed for 1 hour and then stirred at room temperature overnight. After evaporation of the solvents the residue is agitated with 25 ml of acetone. The precipitate is removed by filtration. Diethylether is added to the filtrate until precipitation is complete. The precipi...